From a dataset of the Open Reaction Database (ORD), a public repository of structured organic reaction records. describe an organic reaction: reactants, conditions, products, and yield The reactants are Cc1ccc(O)c(C(CCN(C)C(C)(C)C)c2ccccc2)c1, CBr. The product is [Br-], Cc1ccc(O)c(C(CC[N+](C)(C)C(C)(C)C)c2ccccc2)c1. RXN SMILES: [C:3]([CH3:4])([CH3:5])([CH3:6])[N:7]([CH2:8][CH2:9][CH:10]([c:11]1[cH:12][cH:13][cH:14][cH:15][cH:16]1)[c:17]1[c:18]([OH:24])[cH:19][cH:20][c:21]([CH3:23])[cH:22]1)[CH3:25].[CH3:1][Br:2]>>[Br-:2].[CH3:1][N+:7]([C:3]([CH3:4])([CH3:5])[CH3:6])([CH2:8][CH2:9][CH:10]([c:11]1[cH:12][cH:13][cH:14][cH:15][cH:16]1)[c:17]1[c:18]([OH:24])[cH:19][cH:20][c:21]([CH3:23])[cH:22]1)[CH3:25]. Product: C(C)OC[C@@]12CC3=C(C=C2CCN(C1)S(=O)(=O)C=1C=NC(=CC1)NC)N(N=C3)C3=CC=C(C=C3)F ((R)-4a-Ethoxymethyl-1-(4-fluorophenyl)-6-[[6-methylamino-3-pyridinyl]sulfonyl]-1,4,7,8-tetrahydro-1,2,6-triazacyclopenta[b]naphthalene). Reactants: 4b, ClC1=CC=C(C=N1)S(=O)(=O)N1C[C@]2(CC3=C(C=C2CC1)N(N=C3)C3=CC=C(C=C3)F)COCC ((R)-6-(6-chloropyridine-3-sulfonyl)-4a-ethoxymethyl-1-(4-fluorophenyl)-4,4a,5,6,7,8-hexahydro-1H-1,2,6-triazacyclopenta[b]naphthalene), CN (methylamine). Reported procedure: The title compound was prepared by the method of Preparation 4b using (R)-6-(6-chloropyridine-3-sulfonyl)-4a-ethoxymethyl-1-(4-fluorophenyl)-4,4a,5,6,7,8-hexahydro-1H-1,2,6-triazacyclopenta[b]naphthalene and methylamine. LCMS (Method B): 498 (M+H)+, Retention time 3.6 minutes. As a reaction SMILES: Cl[C:2]1[N:7]=[CH:6][C:5]([S:8]([N:11]2[CH2:20][CH2:19][C:18]3[C@:13]([CH2:31][O:32][CH2:33][CH3:34])([CH2:14][C:15]4[CH:23]=[N:22][N:21]([C:24]5[CH:29]=[CH:28][C:27]([F:30])=[CH:26][CH:25]=5)[C:16]=4[CH:17]=3)[CH2:12]2)(=[O:10])=[O:9])=[CH:4][CH:3]=1.[CH3:35][NH2:36]>>[CH2:33]([O:32][CH2:31][C@@:13]12[CH2:12][N:11]([S:8]([C:5]3[CH:6]=[N:7][C:2]([NH:36][CH3:35])=[CH:3][CH:4]=3)(=[O:10])=[O:9])[CH2:20][CH2:19][C:18]1=[CH:17][C:16]1[N:21]([C:24]3[CH:29]=[CH:28][C:27]([F:30])=[CH:26][CH:25]=3)[N:22]=[CH:23][C:15]=1[CH2:14]2)[CH3:34]. Starting materials: BrC1=CC=C(C=C1)S(=O)(=O)C[C@H]1[C@H](CC[C@H](C1)N(C)C(C)C)NC(CC1=NC2=C(N1)C=CC=C2C(F)(F)F)=O ((1S,2R,4R)-N-[2-(4-Bromo-benzenesulfonylmethyl)-4-(isopropyl-methyl-amino)-cyclohexyl]-2-(4-trifluoromethyl-1H-benzoimidazol-2-yl)-acetamide), [Br-].C(CC)[Zn+] (propyl zinc bromide). Reagents/catalysts: C=1C=CC(=CC1)[P](C=2C=CC=CC2)(C=3C=CC=CC3)[Pd]([P](C=4C=CC=CC4)(C=5C=CC=CC5)C=6C=CC=CC6)([P](C=7C=CC=CC7)(C=8C=CC=CC8)C=9C=CC=CC9)[P](C=1C=CC=CC1)(C=1C=CC=CC1)C=1C=CC=CC1 (Pd(PPh3)4). Solvent: C1CCOC1 (THF). Reaction conditions: temperature 150 celsius, time 5 minute. Product: C(C)(C)N([C@H]1C[C@H]([C@H](CC1)NC(CC1=NC2=C(N1)C=CC=C2C(F)(F)F)=O)CS(=O)(=O)C2=CC=C(C=C2)CCC)C ((1S,2R,4R)-N-[4-(isopropyl-methyl-amino)-2-(4-propyl-benzenesulfonylmethyl)-cyclohexyl]-2-(4-trifluoromethyl-1H-benzoimidazol-2-yl)-acetamide). RXN SMILES: Br[C:2]1[CH:7]=[CH:6][C:5]([S:8]([CH2:11][C@@H:12]2[CH2:17][C@H:16]([N:18]([CH:20]([CH3:22])[CH3:21])[CH3:19])[CH2:15][CH2:14][C@@H:13]2[NH:23][C:24](=[O:39])[CH2:25][C:26]2[NH:30][C:29]3[CH:31]=[CH:32][CH:33]=[C:34]([C:35]([F:38])([F:37])[F:36])[C:28]=3[N:27]=2)(=[O:10])=[O:9])=[CH:4][CH:3]=1.[Br-].[CH2:41]([Zn+])[CH2:42][CH3:43]>C1COCC1.C1C=CC([P]([Pd]([P](C2C=CC=CC=2)(C2C=CC=CC=2)C2C=CC=CC=2)([P](C2C=CC=CC=2)(C2C=CC=CC=2)C2C=CC=CC=2)[P](C2C=CC=CC=2)(C2C=CC=CC=2)C2C=CC=CC=2)(C2C=CC=CC=2)C2C=CC=CC=2)=CC=1>[CH:20]([N:18]([CH3:19])[C@@H:16]1[CH2:15][CH2:14][C@H:13]([NH:23][C:24](=[O:39])[CH2:25][C:26]2[NH:30][C:29]3[CH:31]=[CH:32][CH:33]=[C:34]([C:35]([F:38])([F:37])[F:36])[C:28]=3[N:27]=2)[C@H:12]([CH2:11][S:8]([C:5]2[CH:6]=[CH:7][C:2]([CH2:41][CH2:42][CH3:43])=[CH:3][CH:4]=2)(=[O:10])=[O:9])[CH2:17]1)([CH3:22])[CH3:21] |f:1.2,^1:53,55,74,93|. Procedure: (1S,2R,4R)-N-[2-(4-Bromo-benzenesulfonylmethyl)-4-(isopropyl-methyl-amino)-cyclohexyl]-2-(4-trifluoromethyl-1H-benzoimidazol-2-yl)-acetamide, Example 3, was dissolved in THF (1 ml) prior to the addition of propyl zinc bromide (0.32 ml), Pd(PPh3)4 (3 mg). The mixture was stirred under microwave conditions (150° C.) for 5 min. After cooling, the crude reaction was filtered and the filtrate was concentrated. Reverse phase HPLC purification (gradient elution, water/acetonitrile/TFA) of the resulting... The reactants are C(=O)C1=CC=C(O1)S(=O)(=O)O (5-formylfuran-2-sulfonic acid), [Na] (sodium), [Na] (sodium), C(C)(C)(CC(C)(C)C)NO (N-tert-octylhydroxylamine). Yields the product C(C)(C)(CC(C)(C)C)[N+](=CC1=CC=C(O1)S(=O)(=O)O)[O-] (N-tert-Octyl-α-(2-sulfofuran-5-yl)nitrone). Isolated yield 98.0%. Reaction SMILES: [CH:1]([C:3]1[O:7][C:6]([S:8]([OH:11])(=[O:10])=[O:9])=[CH:5][CH:4]=1)=O.[Na].[C:13]([NH:21][OH:22])([CH2:16][C:17]([CH3:20])([CH3:19])[CH3:18])([CH3:15])[CH3:14]>>[C:13]([N+:21]([O-:22])=[CH:1][C:3]1[O:7][C:6]([S:8]([OH:11])(=[O:10])=[O:9])=[CH:5][CH:4]=1)([CH2:16][C:17]([CH3:20])([CH3:19])[CH3:18])([CH3:15])[CH3:14] |^1:11|. Procedure: Following the procedure of Example 1 above and using 5-formylfuran-2-sulfonic acid, sodium salt hydrate and N-tert-octylhydroxylamine, the title compound was prepared in 98% yield as the sodium salt, m.p. 216.9° C. (dec.). RXN SMILES: [CH2:32]1[CH2:33][CH2:34][C:35]2=[N:40][CH2:39][CH2:38][CH2:37][N:36]2[CH2:41][CH2:42]1.[CH3:43][c:44]1[cH:45][cH:46][cH:47][cH:48][cH:49]1.[F:1][C:2]([c:3]1[cH:4][cH:5][c:6]([CH2:9][OH:10])[cH:7][n:8]1)([F:11])[F:12].[P:13](=[O:14])([O:15][c:16]1[cH:17][cH:18][cH:19][cH:20][cH:21]1)([O:22][c:23]1[cH:24][cH:25][cH:26][cH:27][cH:28]1)[N:29]=[N+:30]=[N-:31]>>[F:1][C:2]([c:3]1[cH:4][cH:5][c:6]([CH2:9][N:29]=[N+:30]=[N-:31])[cH:7][n:8]1)([F:11])[F:12]. Starting materials: C1CCC2=NCCCN2CC1, Cc1ccccc1, OCc1ccc(C(F)(F)F)nc1, [N-]=[N+]=NP(=O)(Oc1ccccc1)Oc1ccccc1. The product is [N-]=[N+]=NCc1ccc(C(F)(F)F)nc1.